This data is from the Open Reaction Database (ORD), a public repository of structured organic reaction records. The task is: describe an organic reaction: reactants, conditions, products, and yield Starting materials: CN(C)C1=CC=C(C(C2=CC=C(C=C2)N(C)C)O)C=C1 (4,4'-bis(N,N-dimethylamino)benzhydrol), COC (methyl ether), glycol morpholinamide, O1CCCC1 (tetrahydrofuran), solvent, CN(C(N(C)C)=N)C (tetramethylguanidine). Reagents/catalysts: CS(=O)(=O)O (methanesulfonic acid). Solvent: CCCCCC (n-hexane). Product: CN(C1=CC=C(C=C1)C(OCC(=O)N1CCOCC1)C1=CC=C(C=C1)N(C)C)C (4-[[Bis(p-dimethylaminophenyl)methoxy]acetyl]Morpholine). As a reaction SMILES: [CH3:1][N:2]([C:4]1[CH:20]=[CH:19][C:7]([CH:8]([OH:18])[C:9]2[CH:14]=[CH:13][C:12]([N:15]([CH3:17])[CH3:16])=[CH:11][CH:10]=2)=[CH:6][CH:5]=1)[CH3:3].[CH3:21][O:22][CH3:23].[O:24]1CC[CH2:26][CH2:25]1.[CH3:29][N:30](C)[C:31](=N)N(C)C>CS(O)(=O)=O.CCCCCC>[CH3:17][N:15]([CH3:16])[C:12]1[CH:13]=[CH:14][C:9]([CH:8]([C:7]2[CH:19]=[CH:20][C:4]([N:2]([CH3:1])[CH3:3])=[CH:5][CH:6]=2)[O:18][CH2:26][C:25]([N:30]2[CH2:31][CH2:23][O:22][CH2:21][CH2:29]2)=[O:24])=[CH:10][CH:11]=1. Reported procedure: A solution of 4,4'-bis(N,N-dimethylamino)benzhydrol, methyl ether (9.0 g, 0.032 mole), glycol morpholinamide (4.6 g, 0.032 mole), 150 ml of tetrahydrofuran, 250 ml of n-hexane and 4 drops of methanesulfonic acid was refluxed for about 8 hours, during which time an additional 200 ml of solvent was added. The volume was reduced to 200 ml and the color was discharged with tetramethylguanidine. The solution was filtered hot and then cooled to precipitate a white solid. The solid was recrystallized f... Reactants: BrC=1C=C(C(N(C1)C)=O)NC1=NC=C(C=C1)N1CCN(CC1)CC (5-Bromo-3-(5-(4-Ethylpiperazin-1-yl)pyridin-2-ylamino)-1-methylpyridin-2(1H)-one), C(C)(=O)OCC1=C(C=CC=C1B1OC(C(O1)(C)C)(C)C)N1C(C2=C(CC1)C1=C(S2)CCCC1)=O (2-(1-Oxo-3,4,5,6,7,8-hexahydrobenzothieno[2,3-c]pyridin-2(1H)-yl)-6-(4,4,5,5-tetramethyl-1,3,2-dioxaborolan-2-yl)benzyl Acetate), C(=O)([O-])[O-].[Na+].[Na+] (Na2CO3), COCCOC (1,2-dimethoxyethane). The reagents and catalysts are C=1C=CC(=CC1)[P](C=2C=CC=CC2)(C=3C=CC=CC3)[Pd]([P](C=4C=CC=CC4)(C=5C=CC=CC5)C=6C=CC=CC6)([P](C=7C=CC=CC7)(C=8C=CC=CC8)C=9C=CC=CC9)[P](C=1C=CC=CC1)(C=1C=CC=CC1)C=1C=CC=CC1 (Pd(PPh3)4). The solvent is C(Cl)Cl (methylene chloride). Product: C(C)N1CCN(CC1)C=1C=CC(=NC1)NC1=CC(=CN(C1=O)C)C=1C(=C(C=CC1)N1CCC=2C=3CCCCC3SC2C1=O)COC(C)=O (5-[3-(5-{[5-(4-Ethylpiperazin-1-yl)pyridine-2-yl]amino}-1-methyl-6-oxo-1,6-dihydropyridin-3-yl)-2-(acetoxymethyl)phenyl]-8-thia-5-azatricyclo[7.4.0.02,7]trideca-1(9),2(7)-dien-6-one). As a reaction SMILES: Br[C:2]1[CH:3]=[C:4]([NH:10][C:11]2[CH:16]=[CH:15][C:14]([N:17]3[CH2:22][CH2:21][N:20]([CH2:23][CH3:24])[CH2:19][CH2:18]3)=[CH:13][N:12]=2)[C:5](=[O:9])[N:6]([CH3:8])[CH:7]=1.[C:25]([O:28][CH2:29][C:30]1[C:35](B2OC(C)(C)C(C)(C)O2)=[CH:34][CH:33]=[CH:32][C:31]=1[N:45]1[CH2:50][CH2:49][C:48]2[C:51]3[CH2:57][CH2:56][CH2:55][CH2:54][C:52]=3[S:53][C:47]=2[C:46]1=[O:58])(=[O:27])[CH3:26].C([O-])([O-])=O.[Na+].[Na+].COCCOC>C1C=CC([P]([Pd]([P](C2C=CC=CC=2)(C2C=CC=CC=2)C2C=CC=CC=2)([P](C2C=CC=CC=2)(C2C=CC=CC=2)C2C=CC=CC=2)[P](C2C=CC=CC=2)(C2C=CC=CC=2)C2C=CC=CC=2)(C2C=CC=CC=2)C2C=CC=CC=2)=CC=1.C(Cl)Cl>[CH2:23]([N:20]1[CH2:21][CH2:22][N:17]([C:14]2[CH:15]=[CH:16][C:11]([NH:10][C:4]3[C:5](=[O:9])[N:6]([CH3:8])[CH:7]=[C:2]([C:35]4[C:30]([CH2:29][O:28][C:25](=[O:27])[CH3:26])=[C:31]([N:45]5[C:46](=[O:58])[C:47]6[S:53][C:52]7[CH2:54][CH2:55][CH2:56][CH2:57][C:51]=7[C:48]=6[CH2:49][CH2:50]5)[CH:32]=[CH:33][CH:34]=4)[CH:3]=3)=[N:12][CH:13]=2)[CH2:18][CH2:19]1)[CH3:24] |f:2.3.4,^1:74,76,95,114|. Procedure: To a microwave tube equipped with a stirring bar, 5-bromo-3-(5-(4-ethyl-piperazin-1-yl)pyridin-2-ylamino)-1-methylpyridin-2(1H)-one 138c (250 mg, 0.637 mmol), boronic ester 111a (308 mg, 0.701 mmol), Pd(PPh3)4 (36.8 mg, 0.0319 mmol), Na2CO3 aqueous solution (1.0 N, 2.10 mL, 2.10 mmol), 1,2-dimethoxyethane (3.0 mL) were added. The mixture was reacted in microwave at 130° C. for 10 min. methylene chloride (200 mL) was added and the resulting mixture was washed with water (3×30 mL), brine (30 mL×1)...